Dataset: the Open Reaction Database (ORD), a public repository of structured organic reaction records. Task: describe an organic reaction: reactants, conditions, products, and yield Reactants: C[C@]12CC[C@H]3[C@H]([C@@H]1CC[C@@H]2O)CCC4=CC(=O)CC[C@H]34.C1(=CC=CC=C1)C(C(=O)[O-])C(=O)[O-] (nandrolone phenylmalonate), CC1([C@@H](N2[C@H](S1)[C@@H](C2=O)N)C(=O)O)C (6-APA), C(=O)(N1C=NC=C1)N1C=NC=C1 (carbonyldiimidazole). Yields the product C[C@]12CC[C@H]3[C@H]([C@@H]1CC[C@@H]2O)CCC4=CC(=O)CC[C@H]34 (Nandrolone). Reaction SMILES: [CH3:1][C@@:2]12[C@@H:10]([OH:11])[CH2:9][CH2:8][C@H:7]1[C@@H:6]1[CH2:12][CH2:13][C:14]3[C@@H:20]([C@H:5]1[CH2:4][CH2:3]2)[CH2:19][CH2:18][C:16](=[O:17])[CH:15]=3.C1(C(C([O-])=O)C([O-])=O)C=CC=CC=1.CC1(C)S[C@@H]2[C@H](N)C(=O)N2[C@H]1C(O)=O.C(N1C=CN=C1)(N1C=CN=C1)=O>>[CH3:1][C@@:2]12[C@@H:10]([OH:11])[CH2:9][CH2:8][C@H:7]1[C@@H:6]1[CH2:12][CH2:13][C:14]3[C@@H:20]([C@H:5]1[CH2:4][CH2:3]2)[CH2:19][CH2:18][C:16](=[O:17])[CH:15]=3 |f:0.1|. Procedure: The coupling of the nandrolone phenylmalonate to 6-APA is carried out conventionally after activation with carbonyldiimidazole (CDI). The purification of the conjugate is obtained by extraction in ether in a medium of pH 2 and 8.5 before final recrystallization from a toluene-white petrolatum mixture (see Table 9). Starting materials: FC1=CC=C(C=C1)C=1C(=C(C=CC1)C(=O)C(=O)C1=CC(=C(C=C1)C)F)C=1SC=CC1 (4-Fluorophenyl-3′-fluoro-4′-methylthiophenyl Benzil), CS(=O)[O-].[Na+] (sodium methylsulfinate), O (water). Solvent: CN(C=O)C (dimethylformamide). Conditions: temperature 90 celsius, time 16 hour. Product: CS(=O)(=O)C1=CC=C(C=C1)C=1C(=C(C=CC1)C(=O)C(=O)C1=CC(=C(C=C1)C)F)C=1SC=CC1 (4-Methylsulfonylphenyl-3′-fluoro-4′-methylthiophenyl Benzil). Isolated yield 23.4%. Reaction SMILES: F[C:2]1[CH:7]=[CH:6][C:5]([C:8]2[C:9]([C:26]3[S:27][CH:28]=[CH:29][CH:30]=3)=[C:10]([C:14]([C:16]([C:18]3[CH:23]=[CH:22][C:21]([CH3:24])=[C:20]([F:25])[CH:19]=3)=[O:17])=[O:15])[CH:11]=[CH:12][CH:13]=2)=[CH:4][CH:3]=1.[CH3:31][S:32]([O-:34])=[O:33].[Na+].O>CN(C)C=O>[CH3:31][S:32]([C:2]1[CH:7]=[CH:6][C:5]([C:8]2[C:9]([C:26]3[S:27][CH:28]=[CH:29][CH:30]=3)=[C:10]([C:14]([C:16]([C:18]3[CH:23]=[CH:22][C:21]([CH3:24])=[C:20]([F:25])[CH:19]=3)=[O:17])=[O:15])[CH:11]=[CH:12][CH:13]=2)=[CH:4][CH:3]=1)(=[O:34])=[O:33] |f:1.2|. Reported procedure: A mixture of the benzil from Step 3 (2 g, 6.8 mmol) and sodium methylsulfinate (775 mg, 7.1 mmol) in dimethylformamide (10 ml) was stirred at 90° C. for 16 hours. The reaction was cooled, poured into water (120 ml) and the mixture was extracted with methylene chloride. The organic layer was dried over sodium sulfate, filtered and the filtrate concentrated. The residue was recrystallized from ethyl acetate and hexane to give 760 mg (45%) of the desired sulfone: mp 130-132° C. Anal. Calc'd. for C1... Reactants: [O-2].[Mg+2] (magnesium oxide), [O-2].[Nb+5].[O-2].[O-2].[O-2].[O-2].[Nb+5] (niobium oxide). Product: [O-2].[O-2].[O-2].[O-2].[O-2].[O-2].[O-2].[Mg+2].[Mg+2].[Nb+5].[Nb+5] (magnesium niobate). Reaction SMILES: [O-2:1].[Mg+2:2].[O-2].[Nb+5:4].[O-2].[O-2].[O-2].[O-2].[Nb+5]>>[O-2:1].[O-2:1].[O-2:1].[O-2:1].[O-2:1].[O-2:1].[O-2:1].[Mg+2:2].[Mg+2:2].[Nb+5:4].[Nb+5:4] |f:0.1,2.3.4.5.6.7.8,9.10.11.12.13.14.15.16.17.18.19|. Reported procedure: mixing and calcining stoichiometric amounts of magnesium oxide and niobium oxide to form a magnesium niobate precursor; Starting materials: BrCC1(OCC(O1)COC1=CC=C(C=C1)N1CCN(CC1)C1=CC(=NC(=N1)C)C1=CC=C(C=C1)C)C1=C(C=C(C=C1)Cl)Cl (2-bromomethyl-2-(2,4-dichlorophenyl)-4-[4-(4-(2-methyl-4-(4-tolyl)pyrimidin-6-yl)piperazin-1-yl)phenoxymethyl]-1,3-dioxolane), N1C=NC=C1 (imidazole), [H-].[Na+] (sodium hydride). Solvent: CS(=O)C (dimethyl sulfoxide). Conditions: temperature 130 celsius, time 26 hour. The product is ClC1=C(C=CC(=C1)Cl)C1(OCC(O1)COC1=CC=C(C=C1)N1CCN(CC1)C1=CC(=NC(=N1)C)C1=CC=C(C=C1)C)CN1C=NC=C1 (2-(2,4-dichlorophenyl)-2-(imidazol-1-ylmethyl)-4-[4-(4-(2-methyl-4-(4-tolyl)pyrimidin-6-yl)piperazin-1-yl)phenoxymethyl]-1,3-dioxolane). Isolated yield 51.0%. Reaction SMILES: Br[CH2:2][C:3]1([C:36]2[CH:41]=[CH:40][C:39]([Cl:42])=[CH:38][C:37]=2[Cl:43])[O:7][CH:6]([CH2:8][O:9][C:10]2[CH:15]=[CH:14][C:13]([N:16]3[CH2:21][CH2:20][N:19]([C:22]4[N:27]=[C:26]([CH3:28])[N:25]=[C:24]([C:29]5[CH:34]=[CH:33][C:32]([CH3:35])=[CH:31][CH:30]=5)[CH:23]=4)[CH2:18][CH2:17]3)=[CH:12][CH:11]=2)[CH2:5][O:4]1.[NH:44]1[CH:48]=[CH:47][N:46]=[CH:45]1.[H-].[Na+]>CS(C)=O>[Cl:43][C:37]1[CH:38]=[C:39]([Cl:42])[CH:40]=[CH:41][C:36]=1[C:3]1([CH2:2][N:44]2[CH:48]=[CH:47][N:46]=[CH:45]2)[O:7][CH:6]([CH2:8][O:9][C:10]2[CH:15]=[CH:14][C:13]([N:16]3[CH2:17][CH2:18][N:19]([C:22]4[N:27]=[C:26]([CH3:28])[N:25]=[C:24]([C:29]5[CH:34]=[CH:33][C:32]([CH3:35])=[CH:31][CH:30]=5)[CH:23]=4)[CH2:20][CH2:21]3)=[CH:12][CH:11]=2)[CH2:5][O:4]1 |f:2.3|. Reported procedure: 6.21 g (9.1 mmol) of 2-bromomethyl-2-(2,4-dichlorophenyl)-4-[4-(4-(2-methyl-4-(4-tolyl)pyrimidin-6-yl)piperazin-1-yl)phenoxymethyl]-1,3-dioxolane (mixture of cis/trans diastereomers) were reacted with 1.244 g (18.3 mmol) of imidazole and 0.55 g (18.2 mmol) of an 80% strength sodium hydride/oil dispersion in 26 ml of absolute dimethyl sulfoxide as described in Example 8b. After stirring for 26 hours at 130° C., the dimethyl sulfoxide (DMSO) was removed by distillation in an oil-pump vacuum. The r... Reactants: C1CCOC1, [Li]CCCC, CN(C)P(=O)(N(C)C)N(C)C, CC1=CC(=O)OC(C)(C)O1, CC(C)NC(C)C, O=C(Cl)C1CC1, Cl. Yields the product CC1(C)OC(=O)C=C(CC(=O)C2CC2)O1. Reaction SMILES: [CH2:41]1[O:42][CH2:43][CH2:44][CH2:45]1.[CH2:8]([Li:9])[CH2:10][CH2:11][CH3:12].[CH3:13][N:14]([CH3:15])[P:16]([N:17]([CH3:18])[CH3:19])([N:20]([CH3:21])[CH3:22])=[O:23].[CH3:24][C:25]1([CH3:33])[O:26][C:27]([CH3:32])=[CH:28][C:29](=[O:31])[O:30]1.[CH:1]([NH:2][CH:3]([CH3:4])[CH3:5])([CH3:6])[CH3:7].[CH:34]1([C:37](=[O:38])[Cl:39])[CH2:35][CH2:36]1.[ClH:40]>>[CH3:24][C:25]1([CH3:33])[O:26][C:27]([CH2:32][C:37]([CH:34]2[CH2:35][CH2:36]2)=[O:38])=[CH:28][C:29](=[O:31])[O:30]1. Reactants: CCOC(C)=O, O=P(Cl)(Cl)Cl, c1ccncc1, NC(=O)c1nc2ccccc2s1. Yields the product N#Cc1nc2ccccc2s1. As a reaction SMILES: [CH3:24][CH2:25][O:26][C:27]([CH3:28])=[O:29].[P:19]([Cl:20])([Cl:21])([Cl:22])=[O:23].[cH:13]1[cH:14][cH:15][n:16][cH:17][cH:18]1.[s:1]1[c:2]([C:10](=[O:11])[NH2:12])[n:3][c:4]2[c:5]1[cH:6][cH:7][cH:8][cH:9]2>>[s:1]1[c:2]([C:10]#[N:12])[n:3][c:4]2[c:5]1[cH:6][cH:7][cH:8][cH:9]2.